From a dataset of the Open Reaction Database (ORD), a public repository of structured organic reaction records. describe an organic reaction: reactants, conditions, products, and yield Starting materials: CC1=NN(C(=C1)C)C(NS(=O)(=O)C1=CC=C(C=C1)C)=N (N-[(3,5-dimethylpyrazol-1-yl)-iminomethyl]-4-methylbenzene-sulfonamide), CS(=O)(=O)O (methanesulfonic acid), CNC1=CC=CC=C1 (N-methylaniline). Product: NCCCCNC=NS(=O)(=O)C1=CC=C(C=C1)C (N-[aminobutylaminomethylene]-4-methylbenzenesulfonamide). Reaction SMILES: [CH3:1][C:2]1[CH:6]=[C:5](C)[N:4]([C:8](=N)[NH:9][S:10]([C:13]2[CH:18]=[CH:17][C:16]([CH3:19])=[CH:15][CH:14]=2)(=[O:12])=[O:11])N=1.CS(O)(=O)=O.C[NH:27]C1C=CC=CC=1>>[NH2:27][CH2:1][CH2:2][CH2:6][CH2:5][NH:4][CH:8]=[N:9][S:10]([C:13]1[CH:14]=[CH:15][C:16]([CH3:19])=[CH:17][CH:18]=1)(=[O:11])=[O:12]. Reported procedure: The compound of Example 13 was prepared according to the accompanying synthesis procedure from 0.5 ml of N-[(3,5-dimethylpyrazol-1-yl)-iminomethyl]-4-methylbenzene-sulfonamide solution (0.2 M, acetonitrile) with 19 mg of methanesulfonic acid and 0.5 ml of N-methylaniline solution (1.0 M, acetonitrile) and filed in a substance databank. Calculated mol. wt. 303.38; found mol. wt. (M+H) 304.2 Reactants: C(C1=CC=CC=C1)OCC1C2(CC2)CCCC1 (4-((benzyloxy)methyl)spiro[2,5]-octane), [H][H] (hydrogen). Solvent: CO.CCOC(=O)C (MeOH EtOAc). Reaction conditions: time 2 hour. Product: C1CC12C(CCCC2)CO (Spiro[2.5]octan-4-ylmethanol), spyri[2.5]octan-4-ylmethanol. As a reaction SMILES: C([O:8][CH2:9][CH:10]1[CH2:17][CH2:16][CH2:15][CH2:14][C:11]21[CH2:13][CH2:12]2)C1C=CC=CC=1.[H][H]>CO.CCOC(C)=O>[CH2:12]1[C:11]2([CH2:14][CH2:15][CH2:16][CH2:17][CH:10]2[CH2:9][OH:8])[CH2:13]1 |f:2.3|. Procedure details: To a solution of 4-((benzyloxy)methyl)spiro[2,5]-octane (0.42 g, 1.8 mmol) in a 5:1 MeOH-EtOAc (12 mL) Pd/C (0.05 g, 5 wt %, 50% wet Degussa type) was added. The flask was fitted with a balloon of hydrogen, and the heterogeneous reaction mixture was stirred for 2 hours under a hydrogen atmosphere at rt. The catalyst solids were filtered off and the filtrate was concentrated under vacuum to give the desired product spyri[2.5]octan-4-ylmethanol as clear oil. 1H NMR (400 MHz, CDCl3) δ 3.74-3.62 (m,... The reactants are Cl.CN(CCCN=C=NCC)C (1-(3-dimethylaminopropyl)-3-ethylcarbodiimide hydrochloride), OC1=CC=CC=2NN=NC21 (hydroxybenzotriazole), C(C)N(C(C)C)C(C)C (ethyldiisopropylamine), NCC#N (aminoacetonitrile), ClC1=C(C=CC=C1)S(=O)(=O)C1C[C@H]([C@@H](C1)C(=O)O)COC1=CC=C(C=C1)Cl ((1R,2R)-4-(2-Chloro-benzenesulfonyl)-2-(4-chloro-phenoxymethyl)-cyclopentanecarboxylic acid). The solvent is CN(C=O)C (dimethylformamide). Run at time 45 minute. Yields the product C(#N)CNC(=O)[C@H]1[C@@H](CC(C1)S(=O)(=O)C1=C(C=CC=C1)Cl)COC1=CC=C(C=C1)Cl ((1R,2R)-4-(2-Chloro-benzenesulfonyl)-2-(4-chloro-phenoxymethyl)-cyclopentanecarboxylic acid cyanomethyl-amide). The yield is 97.4%. As a reaction SMILES: [Cl:1][C:2]1[CH:7]=[CH:6][CH:5]=[CH:4][C:3]=1[S:8]([CH:11]1[CH2:15][C@@H:14]([C:16]([OH:18])=O)[C@H:13]([CH2:19][O:20][C:21]2[CH:26]=[CH:25][C:24]([Cl:27])=[CH:23][CH:22]=2)[CH2:12]1)(=[O:10])=[O:9].Cl.CN(C)CCCN=C=NCC.OC1[C:49]2[N:48]=N[NH:46][C:45]=2C=CC=1.C(N(C(C)C)C(C)C)C.NCC#N>CN(C)C=O>[C:45]([CH2:49][NH:48][C:16]([C@@H:14]1[CH2:15][CH:11]([S:8]([C:3]2[CH:4]=[CH:5][CH:6]=[CH:7][C:2]=2[Cl:1])(=[O:10])=[O:9])[CH2:12][C@H:13]1[CH2:19][O:20][C:21]1[CH:26]=[CH:25][C:24]([Cl:27])=[CH:23][CH:22]=1)=[O:18])#[N:46] |f:1.2|. Reported procedure: To a mixture of (1R,2R)-4-(2-Chloro-benzenesulfonyl)-2-(4-chloro-phenoxymethyl)-cyclopentanecarboxylic acid (epimeric mixture, 50 mg) in dimethylformamide (2 mL) was added 1-(3-dimethylaminopropyl)-3-ethylcarbodiimide hydrochloride (46 mg), hydroxybenzotriazole (24 mg) and ethyldiisopropylamine (61 mg). After 45 min, aminoacetonitrile (8 mg) was added and the reaction mixture was stirred for 2 days then partitioned between ethyl acetate and an aqueous saturated solution of sodium hydrogenocarbon... The reactants are C(C1=CC=CC=C1)(=O)CC(C)=O (benzoylacetone), COC(N(C)C)OC (dimethylformamide dimethylacetal). Yields the product CN(C)C=C(C(=O)C1=CC=CC=C1)C(C)=O (2-(dimethylaminomethylene)-1-phenyl-1,3-butanedione). As a reaction SMILES: [C:1]([CH2:9][C:10](=[O:12])[CH3:11])(=[O:8])[C:2]1[CH:7]=[CH:6][CH:5]=[CH:4][CH:3]=1.CO[CH:15](OC)[N:16]([CH3:18])[CH3:17]>>[CH3:15][N:16]([CH:18]=[C:9]([C:10](=[O:12])[CH3:11])[C:1]([C:2]1[CH:7]=[CH:6][CH:5]=[CH:4][CH:3]=1)=[O:8])[CH3:17]. Reported procedure: A stirred solution of benzoylacetone (16.2 g) and dimethylformamide dimethylacetal (16.2 ml) was heated on an oil bath at 80° C. for 40 minutes. Volatile materials were removed under vacuum and the residue was crystallised from ether to give 2-(dimethylaminomethylene)-1-phenyl-1,3-butanedione (mp 81°-83° C.). Starting materials: NCCSCC1=NC=CN=C1 (2-[(2-aminoethyl)thiomethyl]pyrazine), C(C1=CC=CC=C1)(=O)N=C=S (benzoyl isothiocyanate). Yields the product C(C1=CC=CC=C1)(=O)NC(=S)NCCSCC1=NC=CN=C1 (N-benzoyl-N'-[2-(2-pyrazinylmethylthio)ethyl]thiourea). Reaction SMILES: [NH2:1][CH2:2][CH2:3][S:4][CH2:5][C:6]1[CH:11]=[N:10][CH:9]=[CH:8][N:7]=1.[C:12]([N:20]=[C:21]=[S:22])(=[O:19])[C:13]1[CH:18]=[CH:17][CH:16]=[CH:15][CH:14]=1>>[C:12]([NH:20][C:21]([NH:1][CH2:2][CH2:3][S:4][CH2:5][C:6]1[CH:11]=[N:10][CH:9]=[CH:8][N:7]=1)=[S:22])(=[O:19])[C:13]1[CH:18]=[CH:17][CH:16]=[CH:15][CH:14]=1. Procedure: By the procedure of Example 18, 2-[(2-aminoethyl)thiomethyl]pyrazine is reacted with benzoyl isothiocyanate to give N-benzoyl-N'-[2-(2-pyrazinylmethylthio)ethyl]thiourea. Removing the benzoyl group by the procedure of Example 18 gives N-[2-(2-pyrazinylmethylthio)ethyl]thiourea. The reactants are C(C)(C)(C)OC(=O)N1CCC(CC1)CN(CC)C1CC2=CC(=CC=C2CC1)N (4-{[(7-amino-1,2,3,4-tetrahydro-naphthalen-2-yl)-ethyl-amino]-methyl}-piperidine-1-carboxylic acid tert-butyl ester), CS(=O)(=O)C1=CC=C(C(=O)Cl)C=C1 (4-methanesulfonyl-benzoyl chloride). The solvent is CCOC(=O)C (EtOAc), C([O-])([O-])=O.[K+].[K+] (potassium carbonate), CCOC(=O)C (EtOAc). Conditions: time 8 hour. Product: C(C)(C)(C)OC(=O)N1CCC(CC1)CN(C1CC2=CC(=CC=C2CC1)NC(C1=CC=C(C=C1)S(=O)(=O)C)=O)CC (4-({ethyl-[7-(4-methanesulfonyl-benzoylamino)-1,2,3,4-tetrahydro-naphthalen-2-yl]-amino}-methyl)-piperidine-1-carboxylic acid tert-butyl ester). The yield is 60.3%. Reaction SMILES: [C:1]([O:5][C:6]([N:8]1[CH2:13][CH2:12][CH:11]([CH2:14][N:15]([CH:18]2[CH2:27][CH2:26][C:25]3[C:20](=[CH:21][C:22]([NH2:28])=[CH:23][CH:24]=3)[CH2:19]2)[CH2:16][CH3:17])[CH2:10][CH2:9]1)=[O:7])([CH3:4])([CH3:3])[CH3:2].[CH3:29][S:30]([C:33]1[CH:41]=[CH:40][C:36]([C:37](Cl)=[O:38])=[CH:35][CH:34]=1)(=[O:32])=[O:31]>CCOC(C)=O.C(=O)([O-])[O-].[K+].[K+]>[C:1]([O:5][C:6]([N:8]1[CH2:13][CH2:12][CH:11]([CH2:14][N:15]([CH2:16][CH3:17])[CH:18]2[CH2:27][CH2:26][C:25]3[C:20](=[CH:21][C:22]([NH:28][C:37](=[O:38])[C:36]4[CH:35]=[CH:34][C:33]([S:30]([CH3:29])(=[O:32])=[O:31])=[CH:41][CH:40]=4)=[CH:23][CH:24]=3)[CH2:19]2)[CH2:10][CH2:9]1)=[O:7])([CH3:2])([CH3:3])[CH3:4] |f:3.4.5|. Procedure: To a solution of 4-{[(7-amino-1,2,3,4-tetrahydro-naphthalen-2-yl)-ethyl-amino]-methyl}-piperidine-1-carboxylic acid tert-butyl ester (1.5 g, 3.87 mmol) in EtOAc (50 mL) and 20% aq. potassium carbonate (50 mL) was added 4-methanesulfonyl-benzoyl chloride (760 mg, 4.1 mmol) dropwise in EtOAc (75 mL). The reaction was stirred at room temperature overnight and the layers separated. The EtOAc layer was concentrated onto silica gel and placed on top of a flash column. The column was eluted with 35% ac... Reaction SMILES: [CH3:6][O:7][c:8]1[cH:9][cH:10][c:11]([C:16](=[O:17])[OH:18])[n:12][c:13]1[O:14][CH3:15].[Cl-:5].[OH:19][c:20]1[cH:21][cH:22][cH:23][cH:24][cH:25]1.[S:1]([Cl:2])([Cl:3])=[O:4]>>[CH3:6][O:7][c:8]1[cH:9][cH:10][c:11]([C:16]([O:17][c:20]2[cH:21][cH:22][cH:23][cH:24][cH:25]2)=[O:18])[n:12][c:13]1[O:14][CH3:15]. The product is COc1ccc(C(=O)Oc2ccccc2)nc1OC. The reactants are COc1ccc(C(=O)O)nc1OC, [Cl-], Oc1ccccc1, O=S(Cl)Cl.